From a dataset of the Open Reaction Database (ORD), a public repository of structured organic reaction records. describe an organic reaction: reactants, conditions, products, and yield Reactants: C(=O)(OC(C)(C)C)N1CCC(CC1)C=O (N-Boc-4-piperidinecarboxaldehyde), C(C)(C)NC(C)C (Diisopropylamine), FC=1C=NC=CC1 (3-Fluoro-pyridine), [Li]CCCC (nBuLi). Run in C1CCOC1 (THF), C1CCOC1 (THF). Reaction conditions: temperature 0 celsius, time 30 minute. Product: FC=1C=NC=CC1C(C1CCN(CC1)C(=O)OC(C)(C)C)O (tert-Butyl 4-[(3-fluoropyridin-4-yl)(hydroxy)methyl]piperidine-1-carboxylate). Yield: 97.6%. RXN SMILES: C(NC(C)C)(C)C.[Li]CCCC.[F:13][C:14]1[CH:15]=[N:16][CH:17]=[CH:18][CH:19]=1.[C:20]([N:27]1[CH2:32][CH2:31][CH:30]([CH:33]=[O:34])[CH2:29][CH2:28]1)([O:22][C:23]([CH3:26])([CH3:25])[CH3:24])=[O:21]>C1COCC1>[F:13][C:14]1[CH:15]=[N:16][CH:17]=[CH:18][C:19]=1[CH:33]([OH:34])[CH:30]1[CH2:31][CH2:32][N:27]([C:20]([O:22][C:23]([CH3:25])([CH3:24])[CH3:26])=[O:21])[CH2:28][CH2:29]1. Reported procedure: Diisopropylamine (0.66 ml, 4.69 mmol) was dissolved in THF (30 ml) and cooled to −78° C. nBuLi (2.13 ml, 2.20 M in cyclohexane, 4.69 mmol) was added drop-wise and the reaction mixture was stirred at −78° C. for 10 min, at 0° C. for 30 min, and re-cooled to −78° C. 3-Fluoro-pyridine (0.40 ml, 4.69 mmol) was added drop-wise over 5 min, and the reaction mixture was stirred for 45 min. A solution of N-Boc-4-piperidinecarboxaldehyde (1.00 g, 4.69 mmol) in THF (10 ml) was added and the reaction mixtur...